Dataset: the Open Reaction Database (ORD), a public repository of structured organic reaction records. Task: describe an organic reaction: reactants, conditions, products, and yield The reactants are Cc1cc(O)nc2nc(SCc3ccccc3)nn12, C[O-], CO, [Na+], O, O=P(Cl)(Cl)Cl. Product: COc1cc(C)n2nc(SCc3ccccc3)nc2n1. As a reaction SMILES: [CH2:1]([c:2]1[cH:3][cH:4][cH:5][cH:6][cH:7]1)[S:8][c:9]1[n:10][n:11]2[c:12]([n:13][c:14]([OH:18])[cH:15][c:16]2[CH3:17])[n:19]1.[CH3:20][O-:21].[CH3:28][OH:29].[Na+:22].[OH2:30].[P:23]([Cl:24])([Cl:25])([Cl:26])=[O:27]>>[CH2:1]([c:2]1[cH:3][cH:4][cH:5][cH:6][cH:7]1)[S:8][c:9]1[n:10][n:11]2[c:12]([n:13][c:14]([O:18][CH3:20])[cH:15][c:16]2[CH3:17])[n:19]1. Starting materials: ice, N(=O)[O-].[Na+] (sodium nitrite), ice, [N-]=[N+]=[N-].[Na+] (sodium azide), NC=1C=CC2=C(C34C(CN(C3)CC3CCCC3)C3=C(C2C4)C=CC=C3)C1 (5-amino-2-cyclopentylmethyl-2,3,8,12b-tetrahydro-1H-3a,8-methanodibenzo[3,4:6,7]cyclohepta[1,2-c]pyrrole), [OH-].[Na+] (sodium hydroxide). Run in O (water), C(Cl)Cl (methylene chloride), O (water), Cl (hydrochloric acid), O (water). Run at time 10 minute. Product: N(=[N+]=[N-])C=1C=CC2=C(C34C(CN(C3)CC3CCCC3)C3=C(C2C4)C=CC=C3)C1 (5-Azido-2-cyclopentylmethyl-2,3,8,12b-tetrahydro-1H-3a,8-methanodibenzo[3,4:6,7]cyclohepta[1,2-c]-pyrrole). Isolated yield 56.8%. As a reaction SMILES: [NH2:1][C:2]1[CH:3]=[CH:4][C:5]2[CH:20]3[CH2:21][C:7]4([CH2:11][N:10]([CH2:12][CH:13]5[CH2:17][CH2:16][CH2:15][CH2:14]5)[CH2:9][CH:8]4[C:18]4[CH:25]=[CH:24][CH:23]=[CH:22][C:19]=43)[C:6]=2[CH:26]=1.N([O-])=O.[Na+].[N-:31]=[N+:32]=[N-].[Na+].[OH-].[Na+]>Cl.O.C(Cl)Cl>[N:1]([C:2]1[CH:3]=[CH:4][C:5]2[CH:20]3[CH2:21][C:7]4([CH2:11][N:10]([CH2:12][CH:13]5[CH2:14][CH2:15][CH2:16][CH2:17]5)[CH2:9][CH:8]4[C:18]4[CH:25]=[CH:24][CH:23]=[CH:22][C:19]=43)[C:6]=2[CH:26]=1)=[N+:31]=[N-:32] |f:1.2,3.4,5.6|. Procedure details: To a solution of 6.5 g (0.019 mole) of 5-amino-2-cyclopentylmethyl-2,3,8,12b-tetrahydro-1H-3a,8-methanodibenzo[3,4:6,7]cyclohepta[1,2-c]pyrrole (Example 64) in 5ml of conc. hydrochloric acid and 120 ml of water, cooled to 0°, was added an ice cold solution of 1.5 g (.022 mole) of sodium nitrite in 5 ml of water over a 5 minute period. After stirring 10 minutes at 0°, an ice cold solution of 1.4 g (.022 mole) of sodium azide in 5 ml of water was added portionwise. A cream-colored precipitate form... Reactants: CC1=CC=C(C=C1)C1=C(C=CC=C1)C#C[Si](C)(C)C (4-methyl-2'-trimethylsilylethynyl-1,1'-biphenyl), [OH-].[Na+] (sodium hydroxide). Solvent: CO (methanol). Reaction conditions: time 30 minute. The product is CC1=CC=C(C=C1)C1=C(C=CC=C1)C#C (4-Methyl-2'-ethynyl-1,1'-biphenyl). The yield is 66.2%. RXN SMILES: [CH3:1][C:2]1[CH:7]=[CH:6][C:5]([C:8]2[CH:13]=[CH:12][CH:11]=[CH:10][C:9]=2[C:14]#[C:15][Si](C)(C)C)=[CH:4][CH:3]=1.[OH-].[Na+]>CO>[CH3:1][C:2]1[CH:7]=[CH:6][C:5]([C:8]2[CH:13]=[CH:12][CH:11]=[CH:10][C:9]=2[C:14]#[CH:15])=[CH:4][CH:3]=1 |f:1.2|. Procedure details: A solution of 5.23 g (19.8 mmol) of 4-methyl-2'-trimethylsilylethynyl-1,1'-biphenyl in 60 mL of methanol was treated with 6 mL of 1.25N aqueous sodium hydroxide. The reaction mixture was stirred at room temperature for 30 minutes and evaporated under vacuum. The residue was extracted with ether. The combined ether extracts were washed with water, dried over magnesium sulfate and evaporated under vacuum. The residue was purified by chromatography over silica gel, eluting will hexane, to yield 2.5... The reactants are NC1=C(C2=CC=CC=C2C=C1)C1=C(C=CC2=CC=CC=C12)P(C1=CC=CC=C1)C1=CC=CC=C1 ((−)-2-amino-2′-diphenylphosphino-1,1′-binaphthyl), ( 1-1a ), saturated aqueous solution, [Cl-].[NH4+] (ammonium chloride), N1=CC=CC=C1 (pyridine), C(C1=CC=CC=C1)(=O)Cl (benzoyl chloride). Run in C(Cl)Cl (methylene chloride). Reaction conditions: time 5 hour. Yields the product C(C1=CC=CC=C1)(=O)NC1=C(C2=CC=CC=C2C=C1)C1=C(C=CC2=CC=CC=C12)P(C1=CC=CC=C1)C1=CC=CC=C1 ((−)-2-benzoylamino-2′-diphenylphosphino-1,1′-binaphthyl). Isolated yield 94.1%. Reaction SMILES: [NH2:1][C:2]1[CH:11]=[CH:10][C:9]2[C:4](=[CH:5][CH:6]=[CH:7][CH:8]=2)[C:3]=1[C:12]1[C:21]2[C:16](=[CH:17][CH:18]=[CH:19][CH:20]=2)[CH:15]=[CH:14][C:13]=1[P:22]([C:29]1[CH:34]=[CH:33][CH:32]=[CH:31][CH:30]=1)[C:23]1[CH:28]=[CH:27][CH:26]=[CH:25][CH:24]=1.N1C=CC=CC=1.[C:41](Cl)(=[O:48])[C:42]1[CH:47]=[CH:46][CH:45]=[CH:44][CH:43]=1.[Cl-].[NH4+]>C(Cl)Cl>[C:41]([NH:1][C:2]1[CH:11]=[CH:10][C:9]2[C:4](=[CH:5][CH:6]=[CH:7][CH:8]=2)[C:3]=1[C:12]1[C:21]2[C:16](=[CH:17][CH:18]=[CH:19][CH:20]=2)[CH:15]=[CH:14][C:13]=1[P:22]([C:29]1[CH:30]=[CH:31][CH:32]=[CH:33][CH:34]=1)[C:23]1[CH:24]=[CH:25][CH:26]=[CH:27][CH:28]=1)(=[O:48])[C:42]1[CH:47]=[CH:46][CH:45]=[CH:44][CH:43]=1 |f:3.4|. Procedure: 1.00 gram (2.21 mmol) of (−)-2-amino-2′-diphenylphosphino-1,1′-binaphthyl (the formula (1-1a)) was dissolved in 44 ml of methylene chloride, followed by the addition of 0.21 ml (2.65 mmol) of pyridine and 0.28 ml (2.43 mmol) of benzoyl chloride under 0° C. The reaction mixture was stirred at room temperature for 5 hours. To the reaction solution, 30 ml of saturated aqueous solution of ammonium chloride was added and extracted with 100 ml of methylene chloride. The extract was washed with 70 ml o... The reactants are CC12CCC3C(=CCc4cc(O)ccc43)C1CCC2=O, Cl, [K+], NN, [OH-], O, OCCOCCO. Yields the product CC12CCCC1C1=CCc3cc(O)ccc3C1CC2. As a reaction SMILES: [CH:1]12[CH2:2][CH2:3][C:4]3([CH3:5])[C:6](=[O:7])[CH2:8][CH2:9][CH:10]3[C:11]1=[CH:12][CH2:13][c:14]1[cH:15][c:16]([OH:17])[cH:18][cH:19][c:20]12.[ClH:25].[K+:24].[NH2:21][NH2:22].[OH-:23].[OH2:33].[OH:26][CH2:27][CH2:28][O:29][CH2:30][CH2:31][OH:32]>>[CH:1]12[CH2:2][CH2:3][C:4]3([CH3:5])[CH2:6][CH2:8][CH2:9][CH:10]3[C:11]1=[CH:12][CH2:13][c:14]1[cH:15][c:16]([OH:17])[cH:18][cH:19][c:20]12. The reactants are Br, CC(C)(C)OC(=O)NC1CCC(CCCCCBr)CC1, CC(=O)Br, CO, Cc1ccccc1. Yields the product NC1CCC(CCCCCBr)CC1. Reaction SMILES: [BrH:23].[C:1]([O:2][C:3](=[O:4])[NH:7][CH:8]1[CH2:9][CH2:10][CH:11]([CH2:14][CH2:15][CH2:16][CH2:17][CH2:18][Br:19])[CH2:12][CH2:13]1)([CH3:5])([CH3:6])[CH3:20].[C:24]([Br:25])(=[O:26])[CH3:27].[CH3:21][OH:22].[CH3:28][c:29]1[cH:30][cH:31][cH:32][cH:33][cH:34]1>>[NH2:7][CH:8]1[CH2:9][CH2:10][CH:11]([CH2:14][CH2:15][CH2:16][CH2:17][CH2:18][Br:19])[CH2:12][CH2:13]1. The yield is 41.9%. Procedure details: To a stirred solution of 5-benzyloxy-2-(2-bromo-4-chlorobenzyl)-6-hydroxypyrimidine-4-carboxylicacid(2-hydroxyethyl)-isopropylamide (379) (1.0 g, 1.873 mmol) and triphenyl phosphine (1.717 g, 6.554 mmol) in dichloromethane (120 mL), diisopropyl azodicarboxylate (1.114, 5.618 mmol) was added over 10 h (dilution 0.19 M; rate 3 ml/h) at 0° C. The reaction was monitored by silica thin layer chromatography (3% methanol in dichloromethane; Rf=0.4). After completion of the reaction, 50 mL water were ad... The product is C(C1=CC=CC=C1)OC1=C2N(C(=NC1=O)CC1=C(C=C(C=C1)Cl)Br)CCN(C2=O)C(C)C (9-benzyloxy-6-(2-bromo-4-chlorobenzyl)-2-isopropyl-3,4-dihydro-2H-pyrazino[1,2-c]pyrimidine-1,8-dione). Solvent: O (water), ClCCl (dichloromethane), ClCCl (dichloromethane). As a reaction SMILES: O[CH2:2][CH2:3][N:4]([CH:31]([CH3:33])[CH3:32])[C:5]([C:7]1[C:12]([O:13][CH2:14][C:15]2[CH:20]=[CH:19][CH:18]=[CH:17][CH:16]=2)=[C:11]([OH:21])[N:10]=[C:9]([CH2:22][C:23]2[CH:28]=[CH:27][C:26]([Cl:29])=[CH:25][C:24]=2[Br:30])[N:8]=1)=[O:6].C1(P(C2C=CC=CC=2)C2C=CC=CC=2)C=CC=CC=1.N(C(OC(C)C)=O)=NC(OC(C)C)=O.CO>ClCCl.O>[CH2:14]([O:13][C:12]1[C:11](=[O:21])[N:10]=[C:9]([CH2:22][C:23]2[CH:28]=[CH:27][C:26]([Cl:29])=[CH:25][C:24]=2[Br:30])[N:8]2[CH2:2][CH2:3][N:4]([CH:31]([CH3:32])[CH3:33])[C:5](=[O:6])[C:7]=12)[C:15]1[CH:16]=[CH:17][CH:18]=[CH:19][CH:20]=1. Starting materials: CO (methanol), OCCN(C(=O)C1=NC(=NC(=C1OCC1=CC=CC=C1)O)CC1=C(C=C(C=C1)Cl)Br)C(C)C (5-benzyloxy-2-(2-bromo-4-chlorobenzyl)-6-hydroxypyrimidine-4-carboxylicacid(2-hydroxyethyl)-isopropylamide), C1(=CC=CC=C1)P(C1=CC=CC=C1)C1=CC=CC=C1 (triphenyl phosphine), N(=NC(=O)OC(C)C)C(=O)OC(C)C (diisopropyl azodicarboxylate). Starting materials: FC(C(=O)O)(F)F (Trifluoroacetic acid), ClC=1C=CC(=NC1OC)C(=C[C@@H]1CN(CC1)C(=O)OC(C)(C)C)C1=CC=C(C=C1)SC1CC1 (tert-butyl (3R)-3-{2-(5-chloro-6-methoxypyridin-2-yl)-2-[4-(cyclopropylsulfanyl)phenyl]ethenyl}pyrrolidine-1-carboxylate). Run in ClCCl (dichloromethane). Conditions: time 3 hour. The product is ClC=1C(=NC(=CC1)C(=C[C@@H]1CNCC1)C1=CC=C(C=C1)SC1CC1)OC (3-chloro-6-{1-[4-(cyclopropylsulfanyl)phenyl]-2-[(3R)-pyrrolidin-3-yl]ethenyl}-2-methoxypyridine), crude product. Reaction SMILES: FC(F)(F)C(O)=O.[Cl:8][C:9]1[CH:10]=[CH:11][C:12]([C:17]([C:31]2[CH:36]=[CH:35][C:34]([S:37][CH:38]3[CH2:40][CH2:39]3)=[CH:33][CH:32]=2)=[CH:18][C@H:19]2[CH2:23][CH2:22][N:21](C(OC(C)(C)C)=O)[CH2:20]2)=[N:13][C:14]=1[O:15][CH3:16]>ClCCl>[Cl:8][C:9]1[C:14]([O:15][CH3:16])=[N:13][C:12]([C:17]([C:31]2[CH:32]=[CH:33][C:34]([S:37][CH:38]3[CH2:39][CH2:40]3)=[CH:35][CH:36]=2)=[CH:18][C@H:19]2[CH2:23][CH2:22][NH:21][CH2:20]2)=[CH:11][CH:10]=1. Reported procedure: Trifluoroacetic acid (1.5 mL) was added to a solution of tert-butyl (3R)-3-{2-(5-chloro-6-methoxypyridin-2-yl)-2-[4-(cyclopropylsulfanyl)phenyl]ethenyl}pyrrolidine-1-carboxylate (EZ mixture) (296 mg) in dichloromethane (3 mL) under ice-cooling, followed by stirring for three hours. The reaction solution was concentrated under reduced pressure to give 3-chloro-6-{1-[4-(cyclopropylsulfanyl)phenyl]-2-[(3R)-pyrrolidin-3-yl]ethenyl}-2-methoxypyridine (EZ mixture) as a crude product (235 mg). Reactants: resultant mixture, resultant mixture, O1CCCC1 (tetrahydrofuran), ClC1=NC=NC(=N1)Cl (2,4-dichloro-1,3,5-triazine), C([O-])([O-])=O.[Na+].[Na+] (sodium carbonate), Cl.FC1=CC=C(C=C1)N1C[C@@H](CC1)N ((R)-1-(4-fluorophenyl)pyrrolidin-3-amine hydrochloride). Run in C(C)(=O)OCC (ethyl acetate), O (water), O (water). Yields the product ClC1=NC(=NC=N1)N[C@H]1CN(CC1)C1=CC=C(C=C1)F ((R)-4-Chloro-N-[1-(4-fluorophenyl)pyrrolidin-3-yl]-1,3,5-triazin-2-amine), crude product. Reaction SMILES: O1CCCC1.Cl[C:7]1[N:12]=[C:11]([Cl:13])[N:10]=[CH:9][N:8]=1.C(=O)([O-])[O-].[Na+].[Na+].Cl.[F:21][C:22]1[CH:27]=[CH:26][C:25]([N:28]2[CH2:32][CH2:31][C@@H:30]([NH2:33])[CH2:29]2)=[CH:24][CH:23]=1>C(OCC)(=O)C.O>[Cl:13][C:11]1[N:10]=[CH:9][N:8]=[C:7]([NH:33][C@@H:30]2[CH2:31][CH2:32][N:28]([C:25]3[CH:26]=[CH:27][C:22]([F:21])=[CH:23][CH:24]=3)[CH2:29]2)[N:12]=1 |f:2.3.4,5.6|. Reported procedure: To a tetrahydrofuran solution (2.0 mL)-water (0.80 mL) solution of 2,4-dichloro-1,3,5-triazine (166 mg, 1.11 mmol) and sodium carbonate (141 mg, 1.33 mmol), (R)-1-(4-fluorophenyl)pyrrolidin-3-amine hydrochloride (200 mg, 1.11 mmol) synthesized in Reference Synthesis Example 30 was added at 0° C. and the resultant mixture was stirred for 3 hours. After completion of the reaction, water was added to the reaction solution and extraction from the resultant mixture with ethyl acetate was performed. T... The product is C(C)C1=C(N=C(O1)C1=CC(=CC=C1)C(F)(F)F)CI (5-ethyl-4-iodomethyl-2-(3-trifluoromethylphenyl)-oxazole). The reactants are ICC=1N=C(OC1C1=CC=CC=C1)C1=CC=C(C=C1)C (4-iodomethyl-5-phenyl-2-p-tolyloxazole), CC(C(CC)=O)=NO (pentane-2,3-dione-2-oxime), FC(C=1C=C(C=O)C=CC1)(F)F (3-trifluoromethyl-benzaldehyde). As a reaction SMILES: [I:1][CH2:2][C:3]1[N:4]=[C:5]([C:14]2[CH:19]=[CH:18][C:17](C)=[CH:16][CH:15]=2)[O:6][C:7]=1[C:8]1[CH:13]=CC=CC=1.CC(=NO)C(=O)CC.[F:29][C:30]([F:40])([F:39])C1C=C(C=CC=1)C=O>>[CH2:8]([C:7]1[O:6][C:5]([C:14]2[CH:15]=[CH:16][CH:17]=[C:18]([C:30]([F:40])([F:39])[F:29])[CH:19]=2)=[N:4][C:3]=1[CH2:2][I:1])[CH3:13]. Procedure details: Analogously to the building block synthesis of 4-iodomethyl-5-phenyl-2-p-tolyloxazole, pentane-2,3-dione-2-oxime and 3-trifluoromethyl-benzaldehyde gave 5-ethyl-4-iodomethyl-2-(3-trifluoromethylphenyl)-oxazole.